Dataset: the Open Reaction Database (ORD), a public repository of structured organic reaction records. Task: describe an organic reaction: reactants, conditions, products, and yield Starting materials: Clc1nccc2ccc(Br)cc12, CCCC[Mg+], CCOCC, CCOC(C)=O, [Cl-]. The product is CCCCc1nccc2ccc(Br)cc12. As a reaction SMILES: [Br:1][c:2]1[cH:3][cH:4][c:5]2[cH:6][cH:7][n:8][c:9]([Cl:12])[c:10]2[cH:11]1.[CH2:14]([CH2:15][CH2:16][CH3:17])[Mg+:18].[CH3:19][CH2:20][O:21][CH2:22][CH3:23].[CH3:24][CH2:25][O:26][C:27](=[O:28])[CH3:29].[Cl-:13]>>[Br:1][c:2]1[cH:3][cH:4][c:5]2[cH:6][cH:7][n:8][c:9]([CH2:14][CH2:15][CH2:16][CH3:17])[c:10]2[cH:11]1. Reactants: CCc1ccc(O)c(Br)c1, O=C([O-])[O-], COCCBr, [K+], [K+], CN(C)C=O. Product: CCc1ccc(OCCOC)c(Br)c1. RXN SMILES: [Br:12][c:13]1[c:14]([OH:21])[cH:15][cH:16][c:17]([CH2:19][CH3:20])[cH:18]1.[C:1](=[O:2])([O-:3])[O-:4].[CH3:7][O:8][CH2:9][CH2:10][Br:11].[K+:5].[K+:6].[O:22]=[CH:23][N:24]([CH3:25])[CH3:26]>>[CH3:7][O:8][CH2:9][CH2:10][O:21][c:14]1[c:13]([Br:12])[cH:18][c:17]([CH2:19][CH3:20])[cH:16][cH:15]1. Starting materials: O (water), CC1=NOC(=C1C)NC(OCC(Cl)(Cl)Cl)=O (2,2,2-trichloroethyl (3,4-dimethylisoxazol-5-yl)carbamate), C1(=CC=CC=C1)C=1N=C(SC1)C1CCNCC1 (4-(4-phenyl-1,3-thiazol-2-yl)piperidine), C(C)(C)N(CC)C(C)C (diisopropylethylamine). The solvent is CS(=O)C (dimethylsulfoxide). The product is CC1=NOC(=C1C)NC(=O)N1CCC(CC1)C=1SC=C(N1)C1=CC=CC=C1 (N-(3,4-Dimethylisoxazol-5-yl)-4-(4-phenyl-1,3-thiazol-2-yl)piperidine-1-carboxamide). Reaction SMILES: [CH3:1][C:2]1[C:6]([CH3:7])=[C:5]([NH:8][C:9](=[O:16])OCC(Cl)(Cl)Cl)[O:4][N:3]=1.[C:17]1([C:23]2[N:24]=[C:25]([CH:28]3[CH2:33][CH2:32][NH:31][CH2:30][CH2:29]3)[S:26][CH:27]=2)[CH:22]=[CH:21][CH:20]=[CH:19][CH:18]=1.C(N(C(C)C)CC)(C)C.O>CS(C)=O>[CH3:1][C:2]1[C:6]([CH3:7])=[C:5]([NH:8][C:9]([N:31]2[CH2:30][CH2:29][CH:28]([C:25]3[S:26][CH:27]=[C:23]([C:17]4[CH:22]=[CH:21][CH:20]=[CH:19][CH:18]=4)[N:24]=3)[CH2:33][CH2:32]2)=[O:16])[O:4][N:3]=1. Procedure: A solution of 2,2,2-trichloroethyl (3,4-dimethylisoxazol-5-yl)carbamate (200 mg, 1.02 mmol), 4-(4-phenyl-1,3-thiazol-2-yl)piperidine (250 mg, 1.02 mmol) and diisopropylethylamine (0.357 ml, 2.05 mmol) in dimethylsulfoxide (4 ml) was stirred at 70° C. for 12 hours, the reaction mixture was poured into water and the mixture was extracted with ethyl acetate. The extract was washed with water and dried over anhydrous magnesium sulfate and the solvent was distilled off under reduced pressure. The res... Reactants: ClCC(=O)OC(C)(C)C (t-butyl chloroacetate), C(C1=CC=CC=C1)(C1=CC=CC=C1)=N (benzophenone imine), C([O-])([O-])=O.[K+].[K+] (potassium carbonate). Solvent: O (water). Run at temperature 110 celsius, time 8 hour. Product: C(C)(C)(C)OC(CN=C(C1=CC=CC=C1)C1=CC=CC=C1)=O ((Benzhydrylidene-amino)-acetic acid tert-butyl ester). Yield: 40.0%. RXN SMILES: Cl[CH2:2][C:3]([O:5][C:6]([CH3:9])([CH3:8])[CH3:7])=[O:4].[C:10](=[NH:23])([C:17]1[CH:22]=[CH:21][CH:20]=[CH:19][CH:18]=1)[C:11]1[CH:16]=[CH:15][CH:14]=[CH:13][CH:12]=1.C(=O)([O-])[O-].[K+].[K+]>O>[C:6]([O:5][C:3](=[O:4])[CH2:2][N:23]=[C:10]([C:11]1[CH:16]=[CH:15][CH:14]=[CH:13][CH:12]=1)[C:17]1[CH:22]=[CH:21][CH:20]=[CH:19][CH:18]=1)([CH3:9])([CH3:8])[CH3:7] |f:2.3.4|. Reported procedure: In a 50-mL round-bottom flask equipped with a water-jacketed condensor and magnetic stirring bar, a mixture of t-butyl chloroacetate (10 g, 66.4 mmole), benzophenone imine (8.02 g, 44.3 mmole), and anhydrous potassium carbonate (9.18 g, 66.4 mmole) was stirred overnight at 110° C. Using a course Buchner funnel, the solid inorganic salts were removed from the solution by filtration and the solids were washed with ethyl acetate (2×25 mL). The combined filtrates were diluted with ethyl acetate to a... Reactants: [OH-].[Na+] (sodium hydroxide), N1(CCCCC1)CCCOC1=CC=C(C=O)C=C1 (4-(3-Piperidin-1-yl-propoxy)-benzaldehyde), N1C(CCCC1)C=1C=NC=CC1 (1,2,3,4,5,6-hexahydro-[2,3′]bipyridinyl), C(C)(=O)O[BH-](OC(C)=O)OC(C)=O.[Na+] (sodium triacetoxyborohydride), C(Cl)Cl (DCM). The solvent is C(C)(=O)O (acetic acid). Run at time 16 hour. Product: N.C(Cl)Cl (ammonia DCM), N1(CCCCC1)CCCOC1=CC=C(CN2C(CCCC2)C=2C=NC=CC2)C=C1 (1-[4-(3-Piperidin-1-yl-propoxy)-benzyl]-1,2,3,4,5,6-hexahydro-[2,3′]bipyridinyl). Yield: 1.0%. As a reaction SMILES: [N:1]1([CH2:7][CH2:8][CH2:9][O:10][C:11]2[CH:18]=[CH:17][C:14]([CH:15]=O)=[CH:13][CH:12]=2)[CH2:6][CH2:5][CH2:4][CH2:3][CH2:2]1.[NH:19]1[CH2:24][CH2:23][CH2:22][CH2:21][CH:20]1[C:25]1[CH:26]=[N:27][CH:28]=[CH:29][CH:30]=1.C(O[BH-](OC(=O)C)OC(=O)C)(=O)C.[Na+].[OH-].[Na+].[CH2:47]([Cl:49])[Cl:48]>C(O)(=O)C>[NH3:1].[CH2:47]([Cl:49])[Cl:48].[N:1]1([CH2:7][CH2:8][CH2:9][O:10][C:11]2[CH:18]=[CH:17][C:14]([CH2:15][N:19]3[CH2:24][CH2:23][CH2:22][CH2:21][CH:20]3[C:25]3[CH:26]=[N:27][CH:28]=[CH:29][CH:30]=3)=[CH:13][CH:12]=2)[CH2:6][CH2:5][CH2:4][CH2:3][CH2:2]1 |f:2.3,4.5,8.9|. Procedure details: A solution of the product of Example 9 (174 mg), 1,2,3,4,5,6-hexahydro-[2,3′]bipyridinyl (111 mg), and acetic acid (0.05 mL) in DCM (3 mL) was treated with sodium triacetoxyborohydride (240 mg). After 16 h, the resulting mixture was treated with 10% sodium hydroxide (5 mL) and extracted with DCM (3×10 mL). The combined organic phases were dried (sodium sulfate) and evaporated. Chromatography of the residue (1-5% 2 M methanolic ammonia/DCM) gave the title compound as a colorless oil (112 mg). 1H ...